This data is from the Open Reaction Database (ORD), a public repository of structured organic reaction records. The task is: describe an organic reaction: reactants, conditions, products, and yield Reactants: C(C)(C)(C)OC(NCCC1=C(NC2=CC=C(C=C12)N)C1=CC(=CC(=C1)C)C)=O ({2-[5-amino-2-(3,5-dimethylphenyl)-1H-indol-3-yl]-ethyl}-carbamic acid tert-butyl ester), C(C)(C)N(CC)C(C)C (diisopropylethylamine), CN(C(=O)Cl)C (dimethylcarbamoyl chloride). Run in O1CCCC1 (tetrahydrofuran). Reaction conditions: time 2.5 day. Product: C(C)(C)(C)OC(NCCC1=C(NC2=CC=C(C=C12)NC(=O)N(C)C)C1=CC(=CC(=C1)C)C)=O ({2-[2-(3,5-dimethylphenyl)-5-(3,3-dimethylureido)-1H-indol-3-yl]-ethyl}-carbamic acid tert-butyl ester). As a reaction SMILES: [C:1]([O:5][C:6](=[O:28])[NH:7][CH2:8][CH2:9][C:10]1[C:18]2[C:13](=[CH:14][CH:15]=[C:16]([NH2:19])[CH:17]=2)[NH:12][C:11]=1[C:20]1[CH:25]=[C:24]([CH3:26])[CH:23]=[C:22]([CH3:27])[CH:21]=1)([CH3:4])([CH3:3])[CH3:2].C(N(C(C)C)CC)(C)C.[CH3:38][N:39]([CH3:43])[C:40](Cl)=[O:41]>O1CCCC1>[C:1]([O:5][C:6](=[O:28])[NH:7][CH2:8][CH2:9][C:10]1[C:18]2[C:13](=[CH:14][CH:15]=[C:16]([NH:19][C:40]([N:39]([CH3:43])[CH3:38])=[O:41])[CH:17]=2)[NH:12][C:11]=1[C:20]1[CH:21]=[C:22]([CH3:27])[CH:23]=[C:24]([CH3:26])[CH:25]=1)([CH3:4])([CH3:3])[CH3:2]. Procedure details: Finely divided {2-[5-amino-2-(3,5-dimethylphenyl)-1H-indol-3-yl]-ethyl}-carbamic acid tert-butyl ester (265 mg) was suspended in dry tetrahydrofuran (5mL) and diisopropylethylamine (0.146 mL) and dimethylcarbamoyl chloride (0.077 mL) were added. The reaction mixture was stirred at room temperature for 2.5 days. The reaction mixture was concentrated on a rotary evaporator and the residues were applied to four (20×20 cm 1000μ) preparative silica gel plates and eluted with a solvent system comprisi... Reactants: CCO, CCOC(C)=O, [Na+], C1CCOC1, [OH-], CN(C)c1ccc(C(=CC2CCCC2)c2cc3cccnc3n2S(=O)(=O)c2ccccc2)cc1. Yields the product CN(C)c1ccc(C(=CC2CCCC2)c2cc3cccnc3[nH]2)cc1. Reaction SMILES: [CH3:37][CH2:38][OH:39].[CH3:45][CH2:46][O:47][C:48](=[O:49])[CH3:50].[Na+:36].[O:40]1[CH2:41][CH2:42][CH2:43][CH2:44]1.[OH-:35].[c:1]1([S:2](=[O:3])(=[O:4])[n:10]2[c:11]([C:19](=[CH:20][CH:21]3[CH2:22][CH2:23][CH2:24][CH2:25]3)[c:26]3[cH:27][cH:28][c:29]([N:32]([CH3:33])[CH3:34])[cH:30][cH:31]3)[cH:12][c:13]3[c:14]2[n:15][cH:16][cH:17][cH:18]3)[cH:5][cH:6][cH:7][cH:8][cH:9]1>>[nH:10]1[c:11]([C:19](=[CH:20][CH:21]2[CH2:22][CH2:23][CH2:24][CH2:25]2)[c:26]2[cH:27][cH:28][c:29]([N:32]([CH3:33])[CH3:34])[cH:30][cH:31]2)[cH:12][c:13]2[c:14]1[n:15][cH:16][cH:17][cH:18]2. Reactants: NC1=C(C(=NC(=N1)Cl)C(=O)OC)OC (Methyl 6-amino-2-chloro-5-methoxypyrimidine-4-carboxylate), FC1=CC=2C(=NON2)C=C1B1OC(C(O1)(C)C)(C)C (5-fluoro-6-(4,4,5,5-tetramethyl-1,3,2-dioxaborolan-2-yl)benzo[c][1,2,5]oxadiazole), [F-].[Cs+] (cesium fluoride). The reagents and catalysts are Cl[Pd]([P](C1=CC=CC=C1)(C2=CC=CC=C2)C3=CC=CC=C3)([P](C4=CC=CC=C4)(C5=CC=CC=C5)C6=CC=CC=C6)Cl (bis(triphenylphosphine)palladium(II) chloride). Solvent: C(C)#N.O (ACN water). Reaction conditions: temperature 115 celsius. The product is NC1=C(C(=NC(=N1)C1=CC=2C(=NON2)C=C1F)C(=O)OC)OC (Methyl 6-amino-2-(6-fluorobenzo[c][1,2,5]oxadiazol-5-yl)-5-methoxypyrimidine-4-carboxylate). The yield is 40.9%. Reaction SMILES: [NH2:1][C:2]1[N:7]=[C:6](Cl)[N:5]=[C:4]([C:9]([O:11][CH3:12])=[O:10])[C:3]=1[O:13][CH3:14].[F:15][C:16]1[C:24](B2OC(C)(C)C(C)(C)O2)=[CH:23][C:19]2=[N:20][O:21][N:22]=[C:18]2[CH:17]=1.[F-].[Cs+]>Cl[Pd](Cl)([P](C1C=CC=CC=1)(C1C=CC=CC=1)C1C=CC=CC=1)[P](C1C=CC=CC=1)(C1C=CC=CC=1)C1C=CC=CC=1.C(#N)C.O>[NH2:1][C:2]1[N:7]=[C:6]([C:24]2[C:16]([F:15])=[CH:17][C:18]3=[N:22][O:21][N:20]=[C:19]3[CH:23]=2)[N:5]=[C:4]([C:9]([O:11][CH3:12])=[O:10])[C:3]=1[O:13][CH3:14] |f:2.3,5.6,^1:38,57|. Reported procedure: Methyl 6-amino-2-chloro-5-methoxypyrimidine-4-carboxylate (400 mg, 1.838 mmol), 5-fluoro-6-(4,4,5,5-tetramethyl-1,3,2-dioxaborolan-2-yl)benzo[c][1,2,5]oxadiazole (789 mg, 2.390 mmol), bis(triphenylphosphine)palladium(II) chloride (129 mg, 0.184 mmol), and cesium fluoride (558 mg, 3.68 mmol) were combined in 4 mL 1:1 ACN-water and heated at 115° C. for 30 min in a microwave reactor. The cooled reaction mixture was partitioned between ethyl acetate and water. The organic phase was washed with satu... Starting materials: FC(C(=O)O)(F)F.CC([C@@H](N)C(=O)O)(C1=CC=CC=C1)C (β, β-dimethyl-D-phenylalanine trifluoroacetate), ketone, FC1=CC=C(C=C1)N1[C@@H]([C@H](C1=O)SCC(=O)C1=CC=C(C=C1)F)C1=CC=C(OCC(=O)NCC(=O)O)C=C1 (N-{[4-((2R,3R)-1-(4-fluorophenyl)-3-{[2-(4-fluorophenyl)-2-oxoethyl]thio}4-oxoazetidin-2-yl)phenoxy]acetyl}glycine), CN1CCOCC1 (N-methylmorpholine), CN(C)C(=[N+](C)C)ON1C2=C(C=CC=C2)N=N1.[B-](F)(F)(F)F (TBTU). As a reaction SMILES: [F:1][C:2]1[CH:7]=[CH:6][C:5]([N:8]2[C:11](=[O:12])[C@H:10]([S:13][CH2:14][C:15]([C:17]3[CH:22]=[CH:21][C:20]([F:23])=[CH:19][CH:18]=3)=[O:16])[C@H:9]2[C:24]2[CH:38]=[CH:37][C:27]([O:28][CH2:29]C(NCC(O)=O)=O)=[CH:26][CH:25]=2)=[CH:4][CH:3]=1.[CH3:39][N:40]1CC[O:43][CH2:42][CH2:41]1.CN(C([O:53]N1N=NC2C=CC=CC1=2)=[N+](C)C)C.[B-](F)(F)(F)F.FC(F)(F)C(O)=O.[CH3:75][C:76]([CH3:88])([C:82]1[CH:87]=[CH:86][CH:85]=[CH:84][CH:83]=1)[C@H:77]([C:79]([OH:81])=[O:80])[NH2:78]>CN(C=O)C>[F:1][C:2]1[CH:3]=[CH:4][C:5]([N:8]2[C:11](=[O:12])[C@H:10]([S:13][CH2:14][CH:15]([C:17]3[CH:18]=[CH:19][C:20]([F:23])=[CH:21][CH:22]=3)[OH:16])[C@H:9]2[C:24]2[CH:25]=[CH:26][C:27]([O:28][CH2:29][C:39]([NH:40][CH2:41][C:42]([NH:78][C@@H:77]([C:79]([OH:81])=[O:80])[C:76]([CH3:88])([CH3:75])[C:82]3[CH:87]=[CH:86][CH:85]=[CH:84][CH:83]=3)=[O:43])=[O:53])=[CH:37][CH:38]=2)=[CH:6][CH:7]=1 |f:2.3,4.5|. Product: FC1=CC=C(C=C1)N1[C@@H]([C@H](C1=O)SCC(O)C1=CC=C(C=C1)F)C1=CC=C(OCC(=O)NCC(=O)N[C@H](C(C2=CC=CC=C2)(C)C)C(=O)O)C=C1 (N-{[4-((2R,3R)-1-(4-fluorophenyl)-3-{[2-(4-fluorophenyl)-2 hydroxyethyl]thio}-4-oxoazetidin-2-yl)phenoxy]acetyl}glycyl-b,b-dimethyl-D-phenylalanine). Conditions: temperature 30 celsius, time 1 hour. Procedure details: To a stirred solution of N-{[4-((2R,3R)-1-(4-fluorophenyl)-3-{[2-(4-fluorophenyl)-2-oxoethyl]thio}4-oxoazetidin-2-yl)phenoxy]acetyl}glycine (25.2 mg, 0.047 mmol) in DMF (2 ml) was added N-methylmorpholine (30 μl, 0.027 mmol). TBTU (18.0 mg, 0.056 mmol) was added and the mixture was stirred at 30° C. for 1 hour. β, β-dimethyl-D-phenylalanine trifluoroacetate was added and the mixture was stirred at 30° C. for 1.25 hours. The formation of the ketone of the title compound was confirmed. M/z: 716.07... Solvent: CN(C)C=O (DMF). Starting materials: [N+](=O)([O-])C=1C(=CC2=C(OCO2)C1)C(=O)O (6-nitro-benzo[1,3]dioxole-5-carboxylic acid). The reagents and catalysts are [Pd] (palladium on carbon). Solvent: C(C)O (ethanol). Yields the product NC=1C(=CC2=C(OCO2)C1)C(=O)O (6-amino-benzo[1,3]dioxole-5-carboxylic acid). Reaction SMILES: [N+:1]([C:4]1[C:5]([C:13]([OH:15])=[O:14])=[CH:6][C:7]2[O:11][CH2:10][O:9][C:8]=2[CH:12]=1)([O-])=O>C(O)C.[Pd]>[NH2:1][C:4]1[C:5]([C:13]([OH:15])=[O:14])=[CH:6][C:7]2[O:11][CH2:10][O:9][C:8]=2[CH:12]=1. Procedure: 6-nitro-benzo[1,3]dioxole-5-carboxylic acid (19 g, 90 mmol) in 500 mL ethanol was hydrogenated at 50 psig over 5 g of 5% palladium on carbon for 2 hours. Catalyst was filtered off with Celite® and solvent was removed in vacuo to give 6-amino-benzo[1,3]dioxole-5-carboxylic acid; 4.5 g (27%) used without further purification. The reactants are CCO, [Na+], [OH-], O, CCOC(=O)C(C)c1ccc(-c2cn3ccccc3n2)cc1. Yields the product CC(C(=O)O)c1ccc(-c2cn3ccccc3n2)cc1. Reaction SMILES: [CH3:23][CH2:24][OH:25].[Na+:27].[OH-:26].[OH2:28].[n:1]1[c:2](-[c:10]2[cH:11][cH:12][c:13]([CH:16]([C:17](=[O:18])[O:19][CH2:20][CH3:21])[CH3:22])[cH:14][cH:15]2)[cH:3][n:4]2[c:5]1[cH:6][cH:7][cH:8][cH:9]2>>[n:1]1[c:2](-[c:10]2[cH:11][cH:12][c:13]([CH:16]([C:17](=[O:18])[OH:19])[CH3:22])[cH:14][cH:15]2)[cH:3][n:4]2[c:5]1[cH:6][cH:7][cH:8][cH:9]2. Reactants: C(C1=CC=CC=C1)(=O)C=CC(=O)O (β-benzoylacrylic acid), S(O)(O)(=O)=O (sulfuric acid), C(C)O (ethanol), C(C)O (ethanol). Reaction conditions: temperature 85 celsius, time 40 minute. Product: C(C1=CC=CC=C1)(=O)/C=C/C(=O)OCC (ethyl trans-β-benzoylacrylate). RXN SMILES: [C:1]([CH:9]=[CH:10][C:11]([OH:13])=[O:12])(=[O:8])[C:2]1[CH:7]=[CH:6][CH:5]=[CH:4][CH:3]=1.S(=O)(=O)(O)O.[CH2:19](O)[CH3:20]>>[C:1](/[CH:9]=[CH:10]/[C:11]([O:13][CH2:19][CH3:20])=[O:12])(=[O:8])[C:2]1[CH:7]=[CH:6][CH:5]=[CH:4][CH:3]=1. Procedure details: A mixture of 3.00 g of β-benzoylacrylic acid (cis/trans =1/2 according to 1H NMR analysis), 10 ml of ethanol and 0.63 g of sulfuric acid was refluxed for 2 hours. A pressure was gradually reduced with the aspirator and ethanol was distilled away for 10 minutes. After a pressure was finally reduced to 20 mmHg, the resultant was stirred at 85° C. for 40 minutes and then cooled, followed by the procedure as in Example 1 to give 2.45 g of ethyl trans-β-benzoylacrylate.